From a dataset of the Open Reaction Database (ORD), a public repository of structured organic reaction records. describe an organic reaction: reactants, conditions, products, and yield Starting materials: BrC1=CC(=C(C=C1)N)F ((4-bromo-2-fluorophenyl)amine), II (iodine). Reagents/catalysts: S(=O)(=O)([O-])[O-].[Ag+2] (silver sulfate). The solvent is C(C)O (ethanol), CCOC(=O)C (EtOAc). Run at time 8 hour. The product is BrC1=CC(=C(C(=C1)I)N)F ((4-bromo-2-fluoro-6-iodophenyl)amine). Isolated yield 86.2%. Reaction SMILES: [Br:1][C:2]1[CH:7]=[CH:6][C:5]([NH2:8])=[C:4]([F:9])[CH:3]=1.[I:10]I>C(O)C.CCOC(C)=O.S([O-])([O-])(=O)=O.[Ag+2]>[Br:1][C:2]1[CH:7]=[C:6]([I:10])[C:5]([NH2:8])=[C:4]([F:9])[CH:3]=1 |f:4.5|. Procedure: (4-bromo-2-fluorophenyl)amine (6 g) was dissolved in ethanol (200 mL), silver sulfate (10.8 g) was added and then iodine (8.8 g) was added in small portions. After the addition was complete, the reaction mixture was stirred at ambient temperature overnight. The reaction mixture was filtered and evaporated to leave a dark oil which was taken up in EtOAc, washed with saturated sodium thiosulphate (100 mL×2), sodium carbonate solution (100 mL×2) and water. The organic layer dried over anhydrous Na2...